This data is from the Open Reaction Database (ORD), a public repository of structured organic reaction records. The task is: describe an organic reaction: reactants, conditions, products, and yield Starting materials: COC1=CC=C(CSC(C(=O)NCCN(CCNC(C(C)(SCC2=CC=C(C=C2)OC)C)=O)CC2=CC=C(C=C2)N)(C)C)C=C1 (N,N"-Bis[2-((4-methoxybenzyl)thio)-2-methyl-propionyl]-N'-(4-aminobenzyl)-diethylenetriamine), solution, C(=S)(Cl)Cl (thiophosgene). Run in ClCCl (dichloromethane), ClCCl (dichloromethane). Reaction conditions: time 1 hour. The product is COC1=CC=C(CSC(C(=O)NCCN(CCNC(C(C)(SCC2=CC=C(C=C2)OC)C)=O)CC2=CC=C(C=C2)N=C=S)(C)C)C=C1 (N,N"-Bis[2-((4-methoxybenzyl)thio)-2-methyl-propionyl]-N'- (4-isothiocyanatobenzyl)-diethylenetriamine). Yield: 117.3%. Reaction SMILES: [CH3:1][O:2][C:3]1[CH:45]=[CH:44][C:6]([CH2:7][S:8][C:9]([CH3:43])([CH3:42])[C:10]([NH:12][CH2:13][CH2:14][N:15]([CH2:34][C:35]2[CH:40]=[CH:39][C:38]([NH2:41])=[CH:37][CH:36]=2)[CH2:16][CH2:17][NH:18][C:19](=[O:33])[C:20]([CH3:32])([S:22][CH2:23][C:24]2[CH:29]=[CH:28][C:27]([O:30][CH3:31])=[CH:26][CH:25]=2)[CH3:21])=[O:11])=[CH:5][CH:4]=1.[C:46](Cl)(Cl)=[S:47]>ClCCl>[CH3:31][O:30][C:27]1[CH:28]=[CH:29][C:24]([CH2:23][S:22][C:20]([CH3:32])([CH3:21])[C:19]([NH:18][CH2:17][CH2:16][N:15]([CH2:34][C:35]2[CH:40]=[CH:39][C:38]([N:41]=[C:46]=[S:47])=[CH:37][CH:36]=2)[CH2:14][CH2:13][NH:12][C:10](=[O:11])[C:9]([CH3:43])([S:8][CH2:7][C:6]2[CH:44]=[CH:45][C:3]([O:2][CH3:1])=[CH:4][CH:5]=2)[CH3:42])=[O:33])=[CH:25][CH:26]=1. Procedure details: To a round bottom flask with the aniline 20 (55.7 mg, 0.0853 mmol) and dichloromethane (5 mL) was added 0.2011M solution of thiophosgene (0.42 mL, 0.0845 mmol) in dichloromethane. The heterogeneous reaction mixture was stirred at room temperature for 1 hour and the solvent was removed in vacuo to give the isothiocyanate 21 as a brown solid (68.9 mg, 116%).